From a dataset of the Open Reaction Database (ORD), a public repository of structured organic reaction records. describe an organic reaction: reactants, conditions, products, and yield Starting materials: C1(CCCCC1)N (cyclohexylamine), ClC(C(=O)N1CCN(CC1)C=1C=C(C=CC1OC)S(=O)(=O)Cl)(Cl)Cl (3-(4-Trichloroacetylpiperazin-1-yl)-4-methoxybenzenesulfonyl chloride). The solvent is ClCCl (dichloromethane), ClCCl (dichloromethane). Run at time 8 hour. Product: Cl.C1(CCCCC1)NS(=O)(=O)C1=CC(=C(C=C1)OC)N1CCNCC1 (N-Cyclohexyl-4-methoxy-3-piperazin-1-ylbenzenesulfonamide hydrochloride). Yield: 15.7%. Reaction SMILES: [CH:1]1([NH2:7])[CH2:6][CH2:5][CH2:4][CH2:3][CH2:2]1.[Cl:8]C(Cl)(Cl)C([N:12]1[CH2:17][CH2:16][N:15]([C:18]2[CH:19]=[C:20]([S:26](Cl)(=[O:28])=[O:27])[CH:21]=[CH:22][C:23]=2[O:24][CH3:25])[CH2:14][CH2:13]1)=O>ClCCl>[ClH:8].[CH:1]1([NH:7][S:26]([C:20]2[CH:21]=[CH:22][C:23]([O:24][CH3:25])=[C:18]([N:15]3[CH2:16][CH2:17][NH:12][CH2:13][CH2:14]3)[CH:19]=2)(=[O:27])=[O:28])[CH2:6][CH2:5][CH2:4][CH2:3][CH2:2]1 |f:3.4|. Reported procedure: A solution of cyclohexylamine (91 mg) in dichloromethane (1 ml) was added slowly to a stirred solution of 3-(4-trichloroacetylpiperazin-1-yl)-4-methoxybenzenesulfonyl chloride (D2) (200 mg) in dichloromethane (2 ml). The mixture was stirred overnight then washed with 1M HCl (4 ml) and water (4 ml), dried and concentrated to a solid. The solid was dissolved in tetrahydrofuran or 1,4-dioxane (5 ml) and to the solution was added 0.15M potassium hydroxide solution (5 ml) and the whole stirred at amb... Reactants: C(Cl)C1CO1 (epichlorohydrin), [OH-].[Na+] (sodium hydroxide), C(C)(=O)OC1=C2CCC(C2=CC=C1)O (4-acetoxy-1-indanol), 4-acetoxy-1-indene, OC1=C2CCC(C2=CC=C1)=O (4-hydroxyindanone), C1(CCC=2C(=CC=CC12)O)O (1,4-indanediol), 4-hydroxy-1-indene. Yields the product 4-Hydroxy-1-indene, O1C(COC2=C3C=CCC3=CC=C2)C1 (4-(2,3-epoxypropoxy)indene). RXN SMILES: [OH:1][C:2]1[CH:10]=[CH:9][CH:8]=[C:7]2[C:3]=1[CH2:4][CH2:5][C:6]2=O.C1(O)C2C=C[CH:17]=[C:16]([OH:21])[C:15]=2CC1.C(OC1C=CC=C2C=1CCC2O)(=O)C.C(C1OC1)Cl.[OH-].[Na+]>>[O:21]1[CH2:17][CH:16]1[CH2:15][O:1][C:2]1[CH:10]=[CH:9][CH:8]=[C:7]2[C:3]=1[CH:4]=[CH:5][CH2:6]2 |f:4.5|. Procedure details: 4-Hydroxy-1-indene is prepared starting from 4-hydroxyindanone via 1,4-indanediol, 4-acetoxy-1-indanol and 4-acetoxy-1-indene in this order. The resulting 4-hydroxy-1-indene is allowed to react with epichlorohydrin in an aqueous solution of sodium hydroxide to give 4-(2,3-epoxypropoxy)indene. [cf. Yakugaku Zasshi 92, 1358 (1972)]. Starting materials: FC(C(=O)NC1=CN=CC2=CC=CC=C12)(F)F (2,2,2-trifluoro-N-isoquinolin-4-ylacetamide), C(C)(=O)O (acetic acid). The reagents and catalysts are [Pt]=O (platinum oxide). Conditions: temperature 2.5 celsius, time 15 hour. Product: FC(C(=O)NC1CN(CC2CCCCC12)C(=O)OC(C)(C)C)(F)F (tert-butyl 4-[(trifluoroacetyl)amino]octahydroisoquinoline-2(1H)-carboxylate). Reaction SMILES: [F:1][C:2]([F:17])([F:16])[C:3]([NH:5][C:6]1[C:15]2[C:10](=[CH:11][CH:12]=[CH:13][CH:14]=2)[CH:9]=[N:8][CH:7]=1)=[O:4].[C:18]([OH:21])(=[O:20])C>[Pt]=O>[F:17][C:2]([F:1])([F:16])[C:3]([NH:5][CH:6]1[CH:15]2[CH:10]([CH2:11][CH2:12][CH2:13][CH2:14]2)[CH2:9][N:8]([C:18]([O:21][C:10]([CH3:15])([CH3:11])[CH3:9])=[O:20])[CH2:7]1)=[O:4]. Procedure: A solution of 2,2,2-trifluoro-N-isoquinolin-4-ylacetamide (1.57 g) and platinum oxide (150 mg) in acetic acid (25 ml) was subjected to hydrogenation (5 atm) at 60° C. for 8 hr. The catalyst was filtered off, and the filtrate was evaporated under reduced pressure. The residue was neutralized with saturated aqueous sodium hydrogen carbonate, and evaporated under reduced pressure. The residue was extracted with THF (30 ml×2), and the extract was dried over anhydrous sodium sulfate. The solvent was ... Reactants: N1N=C(C=C1)C(C)O (1-(1H-pyrazol-3-yl)ethanol), C([O-])([O-])=O.[Cs+].[Cs+] (caesium carbonate), OC1=C(C=NO)C=CC=C1 (2-hydroxybenzaldehyde-oxime), FC1=C(CN2N=C(C=3C2=NC=CC3)C=3N=C(C2=C(N3)NC(C2(C)C)=O)I)C=CC=C1 (2-[1-(2-Fluorobenzyl)-1H-pyrazolo[3,4-b]pyridin-3-yl]-4-iodo-5,5-dimethyl-5,7-dihydro-6H-pyrrolo[2,3-d]pyrimidin-6-one). Reagents/catalysts: [Cu-]=O (copper(I) oxide). The solvent is C(C)#N (acetonitrile). Run at temperature 200 celsius. Yields the product FC1=C(CN2N=C(C=3C2=NC=CC3)C=3N=C(C2=C(N3)NC(C2(C)C)=O)N2N=C(C=C2)C(C)O)C=CC=C1 (2-[1-(2-Fluorobenzyl)-1H-pyrazolo[3,4-b]pyridin-3-yl]-4-[3-(1-hydroxyethyl)-1H-pyrazol-1-yl]-5,5-dimethyl-5,7-dihydro-6H-pyrrolo[2,3-d]pyrimidin-6-one). RXN SMILES: [F:1][C:2]1[CH:30]=[CH:29][CH:28]=[CH:27][C:3]=1[CH2:4][N:5]1[C:9]2=[N:10][CH:11]=[CH:12][CH:13]=[C:8]2[C:7]([C:14]2[N:15]=[C:16](I)[C:17]3[C:22]([CH3:24])([CH3:23])[C:21](=[O:25])[NH:20][C:18]=3[N:19]=2)=[N:6]1.[NH:31]1[CH:35]=[CH:34][C:33]([CH:36]([OH:38])[CH3:37])=[N:32]1.C(=O)([O-])[O-].[Cs+].[Cs+].OC1C=CC=CC=1C=NO>C(#N)C.[Cu-]=O>[F:1][C:2]1[CH:30]=[CH:29][CH:28]=[CH:27][C:3]=1[CH2:4][N:5]1[C:9]2=[N:10][CH:11]=[CH:12][CH:13]=[C:8]2[C:7]([C:14]2[N:15]=[C:16]([N:31]3[CH:35]=[CH:34][C:33]([CH:36]([OH:38])[CH3:37])=[N:32]3)[C:17]3[C:22]([CH3:24])([CH3:23])[C:21](=[O:25])[NH:20][C:18]=3[N:19]=2)=[N:6]1 |f:2.3.4|. Procedure details: Under argon atmosphere, 150 mg (purity 62%, 0.18 mmol) of 2-[1-(2-fluorobenzyl)-1H-pyrazolo[3,4-b]pyridin-3-yl]-4-iodo-5,5-dimethyl-5,7-dihydro-6H-pyrrolo[2,3-d]pyrimidin-6-one (example 15A) was suspended in 2 ml of absolute acetonitrile, and 405 mg (3.62 mmol) of 1-(1H-pyrazol-3-yl)ethanol, 118 mg (0.36 mmol) of caesium carbonate, 5 mg (0.04 mmol) of copper(I) oxide and 20 mg (0.15 mmol) of 2-hydroxybenzaldehyde-oxime were added. The mixture was heated in the microwave for 1 h at 200° C. The re...